From a dataset of the Open Reaction Database (ORD), a public repository of structured organic reaction records. describe an organic reaction: reactants, conditions, products, and yield Reactants: C[S-], CO, [Cl-], [NH4+], [Na+], Cc1ccc(SC(C)(C#N)c2cccc(C(=O)c3ccccc3)c2)cc1. Product: CC(C#N)c1cccc(C(=O)c2ccccc2)c1. RXN SMILES: [CH3:27][S-:28].[CH3:32][OH:33].[Cl-:30].[NH4+:31].[Na+:29].[c:1]1([CH3:2])[cH:3][cH:4][c:5]([S:6][C:8]([C:9]#[N:10])([CH3:11])[c:12]2[cH:13][c:14]([C:18]([c:19]3[cH:20][cH:21][cH:22][cH:23][cH:24]3)=[O:25])[cH:15][cH:16][cH:17]2)[cH:7][cH:26]1>>[CH:8]([C:9]#[N:10])([CH3:11])[c:12]1[cH:13][c:14]([C:18]([c:19]2[cH:20][cH:21][cH:22][cH:23][cH:24]2)=[O:25])[cH:15][cH:16][cH:17]1. Starting materials: CN(Cc1cn(C)c2ccccc12)C(=O)C=Cc1cnc2c(c1)CC(N=C(c1ccccc1)c1ccccc1)C(=O)N2, Cl, [Na+], C1COCCO1, [OH-]. Product: CN(Cc1cn(C)c2ccccc12)C(=O)C=Cc1cnc2c(c1)CC(N)C(=O)N2. RXN SMILES: [CH3:1][n:2]1[cH:3][c:4]([CH2:11][N:12]([C:13]([CH:14]=[CH:15][c:16]2[cH:17][n:18][c:19]3[c:24]([cH:25]2)[CH2:23][CH:22]([N:26]=[C:27]([c:28]2[cH:29][cH:30][cH:31][cH:32][cH:33]2)[c:34]2[cH:35][cH:36][cH:37][cH:38][cH:39]2)[C:21](=[O:40])[NH:20]3)=[O:41])[CH3:42])[c:5]2[cH:6][cH:7][cH:8][cH:9][c:10]12.[ClH:43].[Na+:45].[O:46]1[CH2:47][CH2:48][O:49][CH2:50][CH2:51]1.[OH-:44]>>[CH3:1][n:2]1[cH:3][c:4]([CH2:11][N:12]([C:13]([CH:14]=[CH:15][c:16]2[cH:17][n:18][c:19]3[c:24]([cH:25]2)[CH2:23][CH:22]([NH2:26])[C:21](=[O:40])[NH:20]3)=[O:41])[CH3:42])[c:5]2[cH:6][cH:7][cH:8][cH:9][c:10]12. Reactants: CCOc1ccc(Cc2cc(C3(OC)OC(CO)(CO)C(OCc4ccccc4)C(OCc4ccccc4)C3OCc3ccccc3)ccc2Cl)cc1F, ClCCl, O=C(O)C(F)(F)F. The product is CCOc1ccc(Cc2cc(C34OCC(CO)(O3)C(OCc3ccccc3)C(OCc3ccccc3)C4OCc3ccccc3)ccc2Cl)cc1F. As a reaction SMILES: [CH2:1]([c:2]1[cH:3][cH:4][cH:5][cH:6][cH:7]1)[O:8][CH:9]1[C:10]([CH2:51][OH:52])([CH2:53][OH:54])[O:11][C:12]([O:31][CH3:32])([c:33]2[cH:34][c:35]([CH2:40][c:41]3[cH:42][c:43]([F:50])[c:44]([O:47][CH2:48][CH3:49])[cH:45][cH:46]3)[c:36]([Cl:39])[cH:37][cH:38]2)[CH:13]([O:23][CH2:24][c:25]2[cH:26][cH:27][cH:28][cH:29][cH:30]2)[CH:14]1[O:15][CH2:16][c:17]1[cH:18][cH:19][cH:20][cH:21][cH:22]1.[Cl:62][CH2:63][Cl:64].[OH:55][C:56]([C:57]([F:58])([F:59])[F:60])=[O:61]>>[CH2:1]([c:2]1[cH:3][cH:4][cH:5][cH:6][cH:7]1)[O:8][CH:9]1[C:10]2([CH2:51][OH:52])[O:11][C:12]([c:33]3[cH:34][c:35]([CH2:40][c:41]4[cH:42][c:43]([F:50])[c:44]([O:47][CH2:48][CH3:49])[cH:45][cH:46]4)[c:36]([Cl:39])[cH:37][cH:38]3)([CH:13]([O:23][CH2:24][c:25]3[cH:26][cH:27][cH:28][cH:29][cH:30]3)[CH:14]1[O:15][CH2:16][c:17]1[cH:18][cH:19][cH:20][cH:21][cH:22]1)[O:31][CH2:32]2.